This data is from the Open Reaction Database (ORD), a public repository of structured organic reaction records. The task is: describe an organic reaction: reactants, conditions, products, and yield Starting materials: ClC1=C(C(=NC2=CC=C(C=C12)C(O)(C=1C=NC(=CC1)C(F)(F)F)C1=CN=CN1C)C(F)(F)F)C1=CC=CC=C1.C(=O)(C(F)(F)F)O ((4-Chloro-3-phenyl-2-(trifluoromethyl)quinolin-6-yl)(1-methyl-1H-imidazol-5-yl)(6-(trifluoromethyl)pyridin-3-yl)methanol•TFA), C[O-].[Na+] (NaOMe), CO (MeOH), C[O-].[Na+] (NaOMe), CO (MeOH). Run at temperature 70 celsius. The product is COC1=C(C(=NC2=CC=C(C=C12)C(O)(C=1C=NC(=CC1)C(F)(F)F)C1=CN=CN1C)C(F)(F)F)C1=CC=CC=C1.C(=O)(C(F)(F)F)O ((4-Methoxy-3-phenyl-2-(trifluoromethyl)quinolin-6-yl)(1-methyl-1H-imidazol-5-yl)(6-(trifluoromethyl)pyridin-3-yl)methanol•TFA). RXN SMILES: Cl[C:2]1[C:11]2[C:6](=[CH:7][CH:8]=[C:9]([C:12]([C:24]3[N:28]([CH3:29])[CH:27]=[N:26][CH:25]=3)([C:14]3[CH:15]=[N:16][C:17]([C:20]([F:23])([F:22])[F:21])=[CH:18][CH:19]=3)[OH:13])[CH:10]=2)[N:5]=[C:4]([C:30]([F:33])([F:32])[F:31])[C:3]=1[C:34]1[CH:39]=[CH:38][CH:37]=[CH:36][CH:35]=1.[C:40]([OH:46])([C:42]([F:45])([F:44])[F:43])=[O:41].C[O-].[Na+].CO>>[CH3:40][O:41][C:2]1[C:11]2[C:6](=[CH:7][CH:8]=[C:9]([C:12]([C:24]3[N:28]([CH3:29])[CH:27]=[N:26][CH:25]=3)([C:14]3[CH:15]=[N:16][C:17]([C:20]([F:23])([F:22])[F:21])=[CH:18][CH:19]=3)[OH:13])[CH:10]=2)[N:5]=[C:4]([C:30]([F:33])([F:32])[F:31])[C:3]=1[C:34]1[CH:39]=[CH:38][CH:37]=[CH:36][CH:35]=1.[C:40]([OH:46])([C:42]([F:45])([F:44])[F:43])=[O:41] |f:0.1,2.3,5.6|. Procedure details: A mixture of (4-chloro-3-phenyl-2-(trifluoromethyl)quinolin-6-yl)(1-methyl-1H-imidazol-5-yl)(6-(trifluoromethyl)pyridin-3-yl)methanol•TFA (78 mg, 0.099 mmol, Example 172) and 0.5 M NaOMe in MeOH (0.46 mL, 0.23 mmol) in a sealed tube was heated at 70° C. for 7 hours. More 0.5 M NaOMe in MeOH (0.33 mL, 0.17 mmol) was added and the mixture was heated at the same temperature for another hour. The solvent was evaporated, and DMSO was added. After filtering through a syringe filter, the filtrate was p...